From a dataset of the Open Reaction Database (ORD), a public repository of structured organic reaction records. describe an organic reaction: reactants, conditions, products, and yield Reactants: [K+], NN, CC(O)(CCN1CCC(=O)CC1)c1ccccc1-c1ccccc1, [OH-], OCCOCCO. The product is CC(O)(CCN1CCCCC1)c1ccccc1-c1ccccc1. RXN SMILES: [K+:26].[NH2:27][NH2:28].[O:1]=[C:2]1[CH2:3][CH2:4][N:5]([CH2:8][CH2:9][C:10]([CH3:11])([OH:12])[c:13]2[c:14](-[c:19]3[cH:20][cH:21][cH:22][cH:23][cH:24]3)[cH:15][cH:16][cH:17][cH:18]2)[CH2:6][CH2:7]1.[OH-:25].[OH:29][CH2:30][CH2:31][O:32][CH2:33][CH2:34][OH:35]>>[CH2:2]1[CH2:3][CH2:4][N:5]([CH2:8][CH2:9][C:10]([CH3:11])([OH:12])[c:13]2[c:14](-[c:19]3[cH:20][cH:21][cH:22][cH:23][cH:24]3)[cH:15][cH:16][cH:17][cH:18]2)[CH2:6][CH2:7]1. Reactants: BrCCBr, CCO, Oc1c(Cl)cc(SCC(F)(F)F)cc1Cl, [Na]. The product is FC(F)(F)CSc1cc(Cl)c(OCCBr)c(Cl)c1. As a reaction SMILES: [CH2:17]([CH2:18][Br:19])[Br:20].[CH3:21][CH2:22][OH:23].[Cl:2][c:3]1[c:4]([OH:16])[c:5]([Cl:15])[cH:6][c:7]([S:9][CH2:10][C:11]([F:12])([F:13])[F:14])[cH:8]1.[Na:1]>>[Cl:2][c:3]1[c:4]([O:16][CH2:17][CH2:18][Br:19])[c:5]([Cl:15])[cH:6][c:7]([S:9][CH2:10][C:11]([F:12])([F:13])[F:14])[cH:8]1. The reactants are CCCCCC, CN(C)C=O, O=C(c1ccc(F)cc1Cl)N1Cc2cccn2Cc2ccccc21, [H-], [Na+], c1nc[nH]n1. The product is O=C(c1ccc(-n2cncn2)cc1Cl)N1Cc2cccn2Cc2ccccc21. Reaction SMILES: [CH3:27][CH2:28][CH2:29][CH2:30][CH2:31][CH3:32].[CH3:38][N:39]([CH3:40])[CH:41]=[O:42].[Cl:1][c:2]1[c:3]([C:9](=[O:10])[N:11]2[CH2:12][c:13]3[n:14]([cH:22][cH:23][cH:24]3)[CH2:15][c:16]3[c:17]2[cH:18][cH:19][cH:20][cH:21]3)[cH:4][cH:5][c:6]([F:8])[cH:7]1.[H-:25].[Na+:26].[nH:33]1[n:34][cH:35][n:36][cH:37]1>>[Cl:1][c:2]1[c:3]([C:9](=[O:10])[N:11]2[CH2:12][c:13]3[n:14]([cH:22][cH:23][cH:24]3)[CH2:15][c:16]3[c:17]2[cH:18][cH:19][cH:20][cH:21]3)[cH:4][cH:5][c:6](-[n:33]2[n:34][cH:35][n:36][cH:37]2)[cH:7]1. Reactants: hydrochloride salt, N (NH3), ON=C(C=1C=NC=NC1)Cl (N-Hydroxypyrimidine-5-carbimidoyl chloride), C(#C)C1=CC=C(C=C1)F (1-ethynyl-4-fluorobenzene). Product: FC1=CC=C(C=C1)C1=CC(=NO1)C=1C=NC=NC1 (5-(4-Fluorophenyl)-3-(pyrimidin-5-yl)isoxazole). Reaction SMILES: [OH:1][N:2]=[C:3](Cl)[C:4]1[CH:5]=[N:6][CH:7]=[N:8][CH:9]=1.[C:11]([C:13]1[CH:18]=[CH:17][C:16]([F:19])=[CH:15][CH:14]=1)#[CH:12].N>>[F:19][C:16]1[CH:17]=[CH:18][C:13]([C:11]2[O:1][N:2]=[C:3]([C:4]3[CH:5]=[N:6][CH:7]=[N:8][CH:9]=3)[CH:12]=2)=[CH:14][CH:15]=1. Procedure: The titled compound was prepared as the hydrochloride salt according to Method CB using the product of Example 44B (79 mg, 0.5 mmol) and 1-ethynyl-4-fluorobenzene (Aldrich, 60 mg, 0.5 mmol). 1H NMR (300 MHz, DMSO-d6) δ 7.40-7.57 (m, 2H), 7.76 (s, 1H), 7.90-8.06 (m, 2H), 9.32 (s, 2H), 9.35 (s, 1H) ppm; MS (DCI/NH3) m/z 242 (M+H)+.